Dataset: the Open Reaction Database (ORD), a public repository of structured organic reaction records. Task: describe an organic reaction: reactants, conditions, products, and yield The reactants are FC(OC1=CC2=C(C=C1)C1(C(NC3=CC=CC=C13)=O)CO2)(F)F (6-(trifluoromethoxy)spiro[1-benzofuran-3,3′-indol]-2′(1′H)-one), BrCC1(OC=CC1)C(F)(F)F (2-(bromomethyl)-2-(trifluoromethyl)furan), BrC1=C2C3(C(NC2=CC=C1)=O)COC=1C3=CC3=C(OCO3)C1 (4′-bromospiro[furo[2,3-f][1,3]benzodioxole-7,3′-indol]-2′(1′H)-one), Br.BrCC1=NC=CC=C1 (2-(bromomethyl)pyridine hydrobromide). Product: N1=C(C=CC=C1)CN1C(C2(C3=CC=CC=C13)COC1=C2C=CC(=C1)OC(F)(F)F)=O (1′-(pyridin-2-ylmethyl)-6-(trifluoromethoxy)spiro[1-benzofuran-3,3′-indol]-2′(1′H)-one). RXN SMILES: [F:1][C:2]([F:23])([F:22])[O:3][C:4]1[CH:9]=[CH:8][C:7]2[C:10]3([CH2:20][O:21][C:6]=2[CH:5]=1)[C:18]1[C:13](=[CH:14][CH:15]=[CH:16][CH:17]=1)[NH:12][C:11]3=[O:19].Br[C:25]1[CH:33]=[CH:32][CH:31]=[C:30]2[C:26]=1C1(C3=CC4OCOC=4C=C3OC1)C(=O)[NH:29]2.Br.BrCC1C=CC=CN=1.BrCC1(C(F)(F)F)CC=CO1>>[N:29]1[CH:25]=[CH:33][CH:32]=[CH:31][C:30]=1[CH2:26][N:12]1[C:13]2[C:18](=[CH:17][CH:16]=[CH:15][CH:14]=2)[C:10]2([C:7]3[CH:8]=[CH:9][C:4]([O:3][C:2]([F:1])([F:22])[F:23])=[CH:5][C:6]=3[O:21][CH2:20]2)[C:11]1=[O:19] |f:2.3|. Procedure details: Following the procedure described in EXAMPLE 10.47, and making non-critical variations using 6-(trifluoromethoxy)spiro[1-benzofuran-3,3′-indol]-2′(1′H)-one to replace 4′-bromospiro[furo[2,3-f][1,3]benzodioxole-7,3′-indol]-2′(1′H)-one, and 2-(bromomethyl)pyridine hydrobromide to replace 2-(bromomethyl)-2-(trifluoromethyl)furan, 1′-(pyridin-2-ylmethyl)-6-(trifluoromethoxy)spiro[1-benzofuran-3,3′-indol]-2′(1′H)-one was obtained, which was treated with 4.0 M HCl in dioxane to give the title compound... The reactants are ClCC=1N=C(OC1C)C1=CC=CC=C1 (4-chloromethyl-5-methyl-2-phenyl-oxazole), OC1=CC=C(C(=O)OC)C=C1 (methyl 4-hydroxybenzoate), C([O-])([O-])=O.[K+].[K+] (potassium carbonate). Solvent: CN(C)C=O (DMF). Conditions: time 8 hour. Product: COC(C1=CC=C(C=C1)OCC=1N=C(OC1C)C1=CC=CC=C1)=O (4-(5-methyl-2-phenyl-oxazol-4-ylmethoxy) benzoic acid methyl ester). Reaction SMILES: Cl[CH2:2][C:3]1[N:4]=[C:5]([C:9]2[CH:14]=[CH:13][CH:12]=[CH:11][CH:10]=2)[O:6][C:7]=1[CH3:8].[OH:15][C:16]1[CH:25]=[CH:24][C:19]([C:20]([O:22][CH3:23])=[O:21])=[CH:18][CH:17]=1.C(=O)([O-])[O-].[K+].[K+]>CN(C=O)C>[CH3:23][O:22][C:20](=[O:21])[C:19]1[CH:24]=[CH:25][C:16]([O:15][CH2:2][C:3]2[N:4]=[C:5]([C:9]3[CH:14]=[CH:13][CH:12]=[CH:11][CH:10]=3)[O:6][C:7]=2[CH3:8])=[CH:17][CH:18]=1 |f:2.3.4|. Procedure details: A mixture of 4-chloromethyl-5-methyl-2-phenyl-oxazole (3.0 g, 14.4 mmol), methyl 4-hydroxybenzoate (2.64 g, 17.3 mmol), and potassium carbonate (6.0 g, 43.34 mmol) in DMF is stirred at RT overnight. The mixture is then partitioned between EtOAc and water, and the organic phase is washed with brine, dried over magnesium sulfate, and concentrated under vacuum to give the crude product. The material is purified by silica gel chromatography using 15% EtOAc in hexane as the eluent to give 4-(5-methyl... Reactants: ClC1=CC(N(C(N1C1=CC(=CC=C1)C(F)(F)F)=O)C)=O (6-chloro-3-methyl-1-(3-(trifluoromethyl)phenyl)pyrimidin-2,4(1H,3H)-dione), O1CCCC1 (THF), Cl (hydrochloric acid). The reagents and catalysts are CC(C)([P](C(C)(C)C)([Pd][P](C(C)(C)C)(C(C)(C)C)C(C)(C)C)C(C)(C)C)C (bis(tri-tert-butyl phosphine)palladium), C[CH2-].C[CH2-].[Zn+2] (zinc diethyl). Yields the product C(C)C1=CC(N(C(N1C1=CC(=CC=C1)C(F)(F)F)=O)C)=O (6-ethyl-3-methyl-1-(3-(trifluoromethyl)phenyl)pyrimidin-2,4(1H,3H)-dione). RXN SMILES: Cl[C:2]1[N:7]([C:8]2[CH:13]=[CH:12][CH:11]=[C:10]([C:14]([F:17])([F:16])[F:15])[CH:9]=2)[C:6](=[O:18])[N:5]([CH3:19])[C:4](=[O:20])[CH:3]=1.Cl.O1CC[CH2:24][CH2:23]1>CC(C)([P](C(C)(C)C)([Pd][P](C(C)(C)C)(C(C)(C)C)C(C)(C)C)C(C)(C)C)C.C[CH2-].C[CH2-].[Zn+2]>[CH2:23]([C:2]1[N:7]([C:8]2[CH:13]=[CH:12][CH:11]=[C:10]([C:14]([F:17])([F:16])[F:15])[CH:9]=2)[C:6](=[O:18])[N:5]([CH3:19])[C:4](=[O:20])[CH:3]=1)[CH3:24] |f:4.5.6,^1:29,35|. Procedure details: To a solution of 6-chloro-3-methyl-1-(3-(trifluoromethyl)phenyl)pyrimidin-2,4(1H,3H)-dione (prepared in Reference Example 56) (1.12 g) in THF (tetrahydrofuran) (30 ml) were added under nitrogen atmosphere bis(tri-tert-butyl phosphine)palladium (188 mg) and zinc diethyl (1.1 M hexane solution, 10 ml) and the resulting mixture was stirred at room temperature for twenty minutes. The reaction solutions were added into 1 N (normality) of hydrochloric acid and the resulting mixture was extracted with ... Reaction SMILES: [C:1]([OH:8])(=[O:7])/[CH:2]=[CH:3]\[C:4]([OH:6])=[O:5].[NH3:9]>>[C:1]([O-:8])(=[O:7])/[CH:2]=[CH:3]\[C:4]([O-:6])=[O:5].[NH4+:9].[NH4+:9] |f:2.3.4|. Yields the product C(\C=C/C(=O)[O-])(=O)[O-].[NH4+].[NH4+] (ammonium maleate). The reactants are C(\C=C/C(=O)O)(=O)O (maleic acid), N (ammonia). Reported procedure: combining maleic acid and ammonia in an aqueous medium to produce an aqueous solution of an ammonium maleate; The reactants are CO, CCN(C(C)C)C(C)C, Cl, Cl, CC1(C(F)(F)F)CC(NCC(O)C(N)Cc2ccccc2)c2cc(Br)ccc2O1, CN(C)C=O, CC(=O)n1ccnc1. The product is CC(=O)NC(Cc1ccccc1)C(O)CNC1CC(C)(C(F)(F)F)Oc2ccc(Br)cc21. Reaction SMILES: [CH3:54][OH:55].[CH:40]([N:41]([CH2:42][CH3:43])[CH:44]([CH3:45])[CH3:46])([CH3:47])[CH3:48].[ClH:1].[ClH:2].[NH2:3][CH:4]([CH:5]([CH2:6][NH:7][CH:8]1[CH2:9][C:10]([C:19]([F:20])([F:21])[F:22])([CH3:23])[O:11][c:12]2[cH:13][cH:14][c:15]([Br:18])[cH:16][c:17]21)[OH:24])[CH2:25][c:26]1[cH:27][cH:28][cH:29][cH:30][cH:31]1.[O:49]=[CH:50][N:51]([CH3:52])[CH3:53].[n:32]1([C:37]([CH3:38])=[O:39])[cH:33][cH:34][n:35][cH:36]1>>[NH:3]([CH:4]([CH:5]([CH2:6][NH:7][CH:8]1[CH2:9][C:10]([C:19]([F:20])([F:21])[F:22])([CH3:23])[O:11][c:12]2[cH:13][cH:14][c:15]([Br:18])[cH:16][c:17]21)[OH:24])[CH2:25][c:26]1[cH:27][cH:28][cH:29][cH:30][cH:31]1)[C:37]([CH3:38])=[O:39]. Reactants: COC(=O)C(C)(C)C(C)(C)c1ccc2c(cnn2-c2ccc(F)cc2)c1, [I-], [Li+], N#C[Na], c1ccncc1. RXN SMILES: [F:1][c:2]1[cH:3][cH:4][c:5](-[n:8]2[n:9][cH:10][c:11]3[cH:12][c:13]([C:17]([C:18]([C:19](=[O:20])[O:21][CH3:22])([CH3:23])[CH3:24])([CH3:25])[CH3:26])[cH:14][cH:15][c:16]23)[cH:6][cH:7]1.[I-:27].[Li+:28].[Na:29][C:30]#[N:31].[cH:32]1[cH:33][cH:34][n:35][cH:36][cH:37]1>>[F:1][c:2]1[cH:3][cH:4][c:5](-[n:8]2[n:9][cH:10][c:11]3[cH:12][c:13]([C:17]([C:18]([C:19](=[O:20])[OH:21])([CH3:23])[CH3:24])([CH3:25])[CH3:26])[cH:14][cH:15][c:16]23)[cH:6][cH:7]1. Product: CC(C)(C(=O)O)C(C)(C)c1ccc2c(cnn2-c2ccc(F)cc2)c1. The reactants are NC=1C=C(C=NC1)C1=CC(=C(C#N)C=C1)Cl (4-(5-amino-pyridin-3-yl)-2-chloro-benzonitrile), O(C1=CC=CC=C1)CCS(=O)(=O)Cl (2-phenoxy-ethanesulfonyl chloride). The solvent is N1=CC=CC=C1 (pyridine). The product is ClC=1C=C(C=CC1C#N)C=1C=C(C=NC1)NS(=O)(=O)CCOC1=CC=CC=C1 (N-(5-(3-chloro-4-cyanophenyl)pyridin-3-yl)-2-phenoxyethanesulfonamide). The yield is 22.5%. Reaction SMILES: [NH2:1][C:2]1[CH:3]=[C:4]([C:8]2[CH:15]=[CH:14][C:11]([C:12]#[N:13])=[C:10]([Cl:16])[CH:9]=2)[CH:5]=[N:6][CH:7]=1.[O:17]([CH2:24][CH2:25][S:26](Cl)(=[O:28])=[O:27])[C:18]1[CH:23]=[CH:22][CH:21]=[CH:20][CH:19]=1>N1C=CC=CC=1>[Cl:16][C:10]1[CH:9]=[C:8]([C:4]2[CH:3]=[C:2]([NH:1][S:26]([CH2:25][CH2:24][O:17][C:18]3[CH:23]=[CH:22][CH:21]=[CH:20][CH:19]=3)(=[O:28])=[O:27])[CH:7]=[N:6][CH:5]=2)[CH:15]=[CH:14][C:11]=1[C:12]#[N:13]. Procedure: According to General Sulfonylation Procedure 2 in Example 1, to a solution of 4-(5-amino-pyridin-3-yl)-2-chloro-benzonitrile (20 mg, 87 μmol, leg) in anhydrous pyridine (500 μl) was added 2-phenoxy-ethanesulfonyl chloride (21.14 mg, 96 μmol, 1.1 eq). The product was purified by preparative TLC, the plate was eluted with dichloromethane/methanol 95/5, to give N-(5-(3-chloro-4-cyanophenyl)pyridin-3-yl)-2-phenoxyethanesulfonamide (8.1 mg, >95% purity, yield: 22.5%). Reactants: NCC(CO)(C1=CC=CC=C1)C1=CC=CC=C1 (3-amino-2,2-diphenyl-1-propanol), C1(=CC=C(C=C1)S(=O)(=O)O)C (p-toluenesulphonic acid), ClC1=CC=C(C=O)C=C1 (4-chlorobenzaldehyde). Run in C1(=CC=CC=C1)C (toluene). Yields the product ClC1=CC=C(C=C1)C1OCC(CN1)(C1=CC=CC=C1)C1=CC=CC=C1 (2-(4-Chlorophenyl)-5,5-diphenyl[1,3]oxazinane). Reaction SMILES: [NH2:1][CH2:2][C:3]([C:12]1[CH:17]=[CH:16][CH:15]=[CH:14][CH:13]=1)([C:6]1[CH:11]=[CH:10][CH:9]=[CH:8][CH:7]=1)[CH2:4][OH:5].[Cl:18][C:19]1[CH:26]=[CH:25][C:22]([CH:23]=O)=[CH:21][CH:20]=1.C1(C)C=CC(S(O)(=O)=O)=CC=1>C1(C)C=CC=CC=1>[Cl:18][C:19]1[CH:26]=[CH:25][C:22]([CH:23]2[NH:1][CH2:2][C:3]([C:12]3[CH:17]=[CH:16][CH:15]=[CH:14][CH:13]=3)([C:6]3[CH:11]=[CH:10][CH:9]=[CH:8][CH:7]=3)[CH2:4][O:5]2)=[CH:21][CH:20]=1. Procedure details: This product is obtained by reacting 3-amino-2,2-diphenyl-1-propanol with 4-chlorobenzaldehyde in refluxing toluene in the presence of p-toluenesulphonic acid for 5 hours. Starting materials: BrB(Br)Br, COCCS(=O)(=O)c1ccc(-c2ccc(OCC3CCN(C(=O)OC(C)C)CC3)cn2)cc1, ClCCl, [Na+], O=C([O-])O. Product: CC(C)OC(=O)N1CCC(COc2ccc(-c3ccc(S(=O)(=O)CCO)cc3)nc2)CC1. RXN SMILES: [B:34]([Br:35])([Br:36])[Br:37].[CH3:1][O:2][CH2:3][CH2:4][S:5](=[O:6])(=[O:7])[c:8]1[cH:9][cH:10][c:11](-[c:14]2[cH:15][cH:16][c:17]([O:20][CH2:21][CH:22]3[CH2:23][CH2:24][N:25]([C:28](=[O:29])[O:30][CH:31]([CH3:32])[CH3:33])[CH2:26][CH2:27]3)[cH:18][n:19]2)[cH:12][cH:13]1.[Cl:43][CH2:44][Cl:45].[Na+:42].[O-:38][C:39]([OH:40])=[O:41]>>[OH:2][CH2:3][CH2:4][S:5](=[O:6])(=[O:7])[c:8]1[cH:9][cH:10][c:11](-[c:14]2[cH:15][cH:16][c:17]([O:20][CH2:21][CH:22]3[CH2:23][CH2:24][N:25]([C:28](=[O:29])[O:30][CH:31]([CH3:32])[CH3:33])[CH2:26][CH2:27]3)[cH:18][n:19]2)[cH:12][cH:13]1. Yields the product C(#N)C1=CC=C(C=C1)NC(=O)C1C(C2(C(N1)CC(C)(C)C)C(NC1=CC(=CC=C12)Cl)=O)C1=CC(=CC(=C1)F)Cl (rac-(2′S,3′R,4′R,5′R)-6-chloro-4′-(3-chloro-5-fluoro-phenyl)-2′-(2,2-dimethyl-propyl)-2-oxo-1,2-dihydro-spiro[indole-3,3′-pyrrolidine]-5′-carboxylic acid (4-cyano-phenyl)-amide). Reaction SMILES: FC(F)(F)C(O)=O.[Cl:8][C:9]1[CH:14]=[C:13]2[NH:15][C:16](=[O:38])[C:17]3([CH:21]([C:22]4[CH:27]=[C:26]([F:28])[CH:25]=[C:24]([Cl:29])[CH:23]=4)[CH:20]([C:30](O)=[O:31])[NH:19][CH:18]3[CH2:33][C:34]([CH3:37])([CH3:36])[CH3:35])[C:12]2=[CH:11][CH:10]=1.C(N(C(C)C)CC)(C)C.C1(P(Cl)(C2C=CC=CC=2)=O)C=CC=CC=1.[NH2:63][C:64]1[CH:71]=[CH:70][C:67]([C:68]#[N:69])=[CH:66][CH:65]=1>>[C:68]([C:67]1[CH:70]=[CH:71][C:64]([NH:63][C:30]([CH:20]2[NH:19][CH:18]([CH2:33][C:34]([CH3:37])([CH3:35])[CH3:36])[C:17]3([C:12]4[C:13](=[CH:14][C:9]([Cl:8])=[CH:10][CH:11]=4)[NH:15][C:16]3=[O:38])[CH:21]2[C:22]2[CH:27]=[C:26]([F:28])[CH:25]=[C:24]([Cl:29])[CH:23]=2)=[O:31])=[CH:65][CH:66]=1)#[N:69] |f:0.1|. Procedure: In a manner similar to the method described in Example 5, rac-(2′S,3′R,4′R,5′R)-6-chloro-4′-(3-chloro-5-fluoro-phenyl)-2′-(2,2-dimethyl-propyl)-2-oxo-1,2-dihydro-spiro[indole-3,3′-pyrrolidine]-5′-carboxylic acid trifluoroacetic acid prepared in Example 87 (0.4 g, 0.71 mmol), was reacted with diisopropylethylamine (0.82 g, 6.4 mmol), diphenylphosphinic chloride (0.67 g, 2.8 mmol), then reacted with 4-aminobenzonitrile (Aldrich) (0.34 g, 2.8 mmol) to give rac-(2′S,3′R,4′R,5′R)-6-chloro-4′-(3-chlor... Starting materials: FC(C(=O)O)(F)F.ClC1=CC=C2C(=C1)NC(C21C(NC(C1C1=CC(=CC(=C1)F)Cl)C(=O)O)CC(C)(C)C)=O (rac-(2′S,3′R,4′S,5′R)-6-chloro-4′-(3-chloro-5-fluoro-phenyl)-2′-(2,2-dimethyl-propyl)-2-oxo-1,2-dihydro-spiro[indole-3,3′-pyrrolidine]-5′-carboxylic acid trifluoroacetic acid), NC1=CC=C(C#N)C=C1 (4-aminobenzonitrile), C(C)(C)N(CC)C(C)C (diisopropylethylamine), C1(=CC=CC=C1)P(=O)(C1=CC=CC=C1)Cl (diphenylphosphinic chloride).